From a dataset of the Open Reaction Database (ORD), a public repository of structured organic reaction records. describe an organic reaction: reactants, conditions, products, and yield Starting materials: CC#CC1CN(S(=O)(=O)c2cccs2)CCN1, CCN(C(C)C)C(C)C, CC(O)(c1cnc(Cl)nc1)C(F)(F)F, C1COCCO1. The product is CC#CC1CN(S(=O)(=O)c2cccs2)CCN1c1ncc(C(C)(O)C(F)(F)F)cn1. As a reaction SMILES: [C:1](#[C:2][CH3:3])[CH:4]1[CH2:5][N:6]([S:10](=[O:11])(=[O:12])[c:13]2[s:14][cH:15][cH:16][cH:17]2)[CH2:7][CH2:8][NH:9]1.[CH:32]([N:33]([CH2:34][CH3:35])[CH:36]([CH3:37])[CH3:38])([CH3:39])[CH3:40].[Cl:18][c:19]1[n:20][cH:21][c:22]([C:25]([C:26]([F:27])([F:28])[F:29])([CH3:30])[OH:31])[cH:23][n:24]1.[O:41]1[CH2:42][CH2:43][O:44][CH2:45][CH2:46]1>>[C:1](#[C:2][CH3:3])[CH:4]1[CH2:5][N:6]([S:10](=[O:11])(=[O:12])[c:13]2[s:14][cH:15][cH:16][cH:17]2)[CH2:7][CH2:8][N:9]1[c:19]1[n:20][cH:21][c:22]([C:25]([C:26]([F:27])([F:28])[F:29])([CH3:30])[OH:31])[cH:23][n:24]1.